From a dataset of the Open Reaction Database (ORD), a public repository of structured organic reaction records. describe an organic reaction: reactants, conditions, products, and yield Starting materials: C(C)(C)(C)OC(CC(C(=O)N(C)OC)NS(=O)(=O)C1=C(C=C(C=C1)NC(C)=O)OCC1=CC=CC=C1)=O (3-(4-Acetylamino-2-benzyloxy-benzenesulfonylamino)-N-methoxy-N-methyl-succinamic acid tert-butyl ester), [H][H] (hydrogen). The reagents and catalysts are [Pd] (Pd/C). Solvent: CO (methanol). Yields the product C(C)(C)(C)OC(CC(C(=O)N(C)OC)NS(=O)(=O)C1=C(C=C(C=C1)NC(C)=O)O)=O (3-(4-acetylamino-2-hydroxy-benzenesulfonylamino)-N-methoxy-N-methyl-succinamic acid tert-butyl ester). Isolated yield 87.3%. As a reaction SMILES: [C:1]([O:5][C:6](=[O:37])[CH2:7][CH:8]([NH:15][S:16]([C:19]1[CH:24]=[CH:23][C:22]([NH:25][C:26](=[O:28])[CH3:27])=[CH:21][C:20]=1[O:29]CC1C=CC=CC=1)(=[O:18])=[O:17])[C:9]([N:11]([O:13][CH3:14])[CH3:12])=[O:10])([CH3:4])([CH3:3])[CH3:2].[H][H]>CO.[Pd]>[C:1]([O:5][C:6](=[O:37])[CH2:7][CH:8]([NH:15][S:16]([C:19]1[CH:24]=[CH:23][C:22]([NH:25][C:26](=[O:28])[CH3:27])=[CH:21][C:20]=1[OH:29])(=[O:18])=[O:17])[C:9]([N:11]([O:13][CH3:14])[CH3:12])=[O:10])([CH3:4])([CH3:2])[CH3:3]. Procedure: 3-(4-Acetylamino-2-benzyloxy-benzenesulfonylamino)-N-methoxy-N-methyl-succinamic acid tert-butyl ester (0.99 g, 1.8 mmol) was dissolved in 50 mL methanol and 20% Pd/C (0.09 g) is added. The reaction was placed under 50 psi of hydrogen for approximately 1 hour. The reaction was filtered and concentrated in vacuo. The crude product was chromatographed with 2:1 ethyl acetate/hexane to yield 3-(4-acetylamino-2-hydroxy-benzenesulfonylamino)-N-methoxy-N-methyl-succinamic acid tert-butyl ester 0.7 g (8... Reactants: CCO, CNc1nc(Cl)ncc1[N+](=O)[O-], O, O, Cl[Sn]Cl. The product is CNc1nc(Cl)ncc1N. RXN SMILES: [CH3:18][CH2:19][OH:20].[Cl:1][c:2]1[n:3][cH:4][c:5]([N+:10]([O-:11])=[O:12])[c:6]([NH:8][CH3:9])[n:7]1.[OH2:13].[OH2:14].[Sn:15]([Cl:16])[Cl:17]>>[Cl:1][c:2]1[n:3][cH:4][c:5]([NH2:10])[c:6]([NH:8][CH3:9])[n:7]1. The reactants are c1ccc(-c2cc(C3CO3)no2)cc1, OC1CCCNC1. The product is OC1CCCN(CC(O)c2cc(-c3ccccc3)on2)C1. Reaction SMILES: [O:1]1[CH:2]([c:4]2[n:5][o:6][c:7](-[c:9]3[cH:10][cH:11][cH:12][cH:13][cH:14]3)[cH:8]2)[CH2:3]1.[OH:15][CH:16]1[CH2:17][NH:18][CH2:19][CH2:20][CH2:21]1>>[OH:1][CH:2]([CH2:3][N:18]1[CH2:17][CH:16]([OH:15])[CH2:21][CH2:20][CH2:19]1)[c:4]1[n:5][o:6][c:7](-[c:9]2[cH:10][cH:11][cH:12][cH:13][cH:14]2)[cH:8]1. Reactants: Cl.CN (methylamine hydrochloride), C=O (formaldehyde), C(N)(OC(C)C)=O (isopropyl carbamate). Solvent: C(C)O (ethanol), C(C)O (ethanol). Reaction SMILES: [ClH:1].[CH3:2][NH2:3].[CH2:4]=O.[C:6](=[O:12])([O:8][CH:9]([CH3:11])[CH3:10])[NH2:7]>C(O)C>[ClH:1].[CH3:2][NH:3][CH2:4][NH:7][C:6](=[O:12])[O:8][CH:9]([CH3:11])[CH3:10] |f:0.1,5.6|. Yield: 77.9%. Yields the product Cl.CNCNC(OC(C)C)=O (isopropyl N-(methylaminomethyl)carbamate hydrochloride). Conditions: time 1 hour. Procedure: To 50 ml of ethanol, 20.3 g (0.3 mole) of methylamine hydrochloride and 30.9 g (0.36 mole) of 37% formaldehyde aqueous solution were added and the mixture was warmed to 35°-40° C. Then, a solution prepared by dissolving 30.9 g (0.3 mole) of isopropyl carbamate in 150 ml of ethanol was added dropwise to the mixture with stirring maintaining the said temperature. After the dropwise addition of the solution, stirring was continued for 1 hour with heating and then the solvent was removed by distilla... Starting materials: [Cl-], O=[N+]([O-])c1ccc([O-])c([N+](=O)[O-])c1, O=[N+]([O-])c1ccc(Cl)c([N+](=O)[O-])c1, Nc1cc([N+](=O)[O-])ccc1[O-], [NH4+], [Na+], [Na+], O, [SH-]. Product: Nc1cc([N+](=O)[O-])ccc1O. As a reaction SMILES: [Cl-:28].[N+:14]([O-:15])(=[O:16])[c:17]1[c:18]([O-:26])[cH:19][cH:20][c:21]([N+:23](=[O:24])[O-:25])[cH:22]1.[N+:1]([c:2]1[cH:3][c:4]([N+:5]([O-:6])=[O:7])[cH:8][cH:9][c:10]1[Cl:11])([O-:12])=[O:13].[NH2:30][c:31]1[cH:32][c:33]([N+:34]([O-:35])=[O:36])[cH:37][cH:38][c:39]1[O-:40].[NH4+:29].[Na+:27].[Na+:41].[OH2:43].[SH-:42]>>[NH2:14][c:17]1[c:18]([OH:26])[cH:19][cH:20][c:21]([N+:23](=[O:24])[O-:25])[cH:22]1. Starting materials: NCCCNC(=O)[C@]12[C@@H]([C@H]3CC[C@@H]4[C@]5(CC=C(C([C@@H]5CC[C@]4([C@@]3(CC1)C)C)(C)C)C1=CC=C(C(=O)OC)C=C1)C)[C@@H](CC2)C(=C)C (methyl 4-((1R,3aS,5aR,5bR,7aR,11aS,11bR,13aR,13bR)-3a-(3-aminopropylcarbamoyl)-5a,5b,8,8,11a-pentamethyl-1-(prop-1-en-2-yl)-2,3,3a,4,5,5a,5b,6,7,7a,8,11,11a,11b,12,13,13a,13b-octadecahydro-1H-cyclopenta[a]chrysen-9-yl)benzoate), BrCCCC(=O)OC (methyl 4-bromobutanoate), C([O-])([O-])=O.[K+].[K+] (potassium carbonate). The solvent is O1CCOCC1 (dioxane), C(C)#N (Acetonitrile). Run at temperature 78 celsius. The product is COC(CCCNCCCNC(=O)[C@]12[C@@H]([C@H]3CC[C@@H]4[C@]5(CC=C(C([C@@H]5CC[C@]4([C@@]3(CC1)C)C)(C)C)C1=CC=C(C(=O)OC)C=C1)C)[C@@H](CC2)C(=C)C)=O (methyl 4-((1R,3aS,5aR,5bR,7aR,11aS,11bR,13aR,13bR)-3a-(3-(4-methoxy-4-oxobutylamino)propylcarbamoyl)-5a,5b,8,8,11a-pentamethyl-1-(prop-1-en-2-yl)-2,3,3a,4,5,5a,5b,6,7,7a,8,11,11a,11b,12,13,13a,13b-octadecahydro-1H-cyclopenta[a]chrysen-9-yl)benzoate). RXN SMILES: [NH2:1][CH2:2][CH2:3][CH2:4][NH:5][C:6]([C@:8]12[CH2:43][CH2:42][C@@H:41]([C:44]([CH3:46])=[CH2:45])[C@@H:9]1[C@@H:10]1[C@@:23]([CH3:26])([CH2:24][CH2:25]2)[C@@:22]2([CH3:27])[C@@H:13]([C@:14]3([CH3:40])[C@@H:19]([CH2:20][CH2:21]2)[C:18]([CH3:29])([CH3:28])[C:17]([C:30]2[CH:39]=[CH:38][C:33]([C:34]([O:36][CH3:37])=[O:35])=[CH:32][CH:31]=2)=[CH:16][CH2:15]3)[CH2:12][CH2:11]1)=[O:7].Br[CH2:48][CH2:49][CH2:50][C:51]([O:53][CH3:54])=[O:52].C(=O)([O-])[O-].[K+].[K+]>O1CCOCC1.C(#N)C>[CH3:54][O:53][C:51](=[O:52])[CH2:50][CH2:49][CH2:48][NH:1][CH2:2][CH2:3][CH2:4][NH:5][C:6]([C@:8]12[CH2:43][CH2:42][C@@H:41]([C:44]([CH3:46])=[CH2:45])[C@@H:9]1[C@@H:10]1[C@@:23]([CH3:26])([CH2:24][CH2:25]2)[C@@:22]2([CH3:27])[C@@H:13]([C@:14]3([CH3:40])[C@@H:19]([CH2:20][CH2:21]2)[C:18]([CH3:29])([CH3:28])[C:17]([C:30]2[CH:31]=[CH:32][C:33]([C:34]([O:36][CH3:37])=[O:35])=[CH:38][CH:39]=2)=[CH:16][CH2:15]3)[CH2:12][CH2:11]1)=[O:7] |f:2.3.4|. Procedure: A mixture of methyl 4-((1R,3aS,5aR,5bR,7aR,11aS,11bR,13aR,13bR)-3a-(3-aminopropylcarbamoyl)-5a,5b,8,8,11a-pentamethyl-1-(prop-1-en-2-yl)-2,3,3a,4,5,5a,5b,6,7,7a,8,11,11a,11b,12,13,13a,13b-octadecahydro-1H-cyclopenta[a]chrysen-9-yl)benzoate (30 mg, 0.048 mmol), methyl 4-bromobutanoate (25.9 mg, 0.143 mmol) and potassium carbonate (19.78 mg, 0.143 mmol) in dioxane (1 mL) and Acetonitrile (1 mL) was heated up at 78° C. for 3 hours. LCMS indicated the formation of desired product, the reaction mixtu... Starting materials: C(C)(=O)O[BH-](OC(C)=O)OC(C)=O.[Na+] (sodium triacetoxyborohydride), N1N=CC2=CC(=CC=C12)NC1CCC(CC1)=O (4-(1H-5-Indazolylamino)-1-cyclohexanone), N1N=CC2=CC(=CC=C12)NC1CCC(CC1)=O (4-(1H-5-Indazolylamino)-1-cyclohexanone), C(C)(=O)[O-].[NH4+] (ammonium acetate), Cl.CO (Hydrochloric acid methanol). The solvent is CO (methanol). Run at time 18 hour. Product: N1N=CC2=CC(=CC=C12)NC1CCC(CC1)N (N1-(1H-5-Indazolyl)-1,4-cyclohexanediamine). Yield: 17.5%. Reaction SMILES: [NH:1]1[C:9]2[C:4](=[CH:5][C:6]([NH:10][CH:11]3[CH2:16][CH2:15][C:14](=O)[CH2:13][CH2:12]3)=[CH:7][CH:8]=2)[CH:3]=[N:2]1.C([O-])(=O)C.[NH4+:22].C(O[BH-](OC(=O)C)OC(=O)C)(=O)C.[Na+].Cl.CO>CO>[NH:1]1[C:9]2[C:4](=[CH:5][C:6]([NH:10][CH:11]3[CH2:16][CH2:15][CH:14]([NH2:22])[CH2:13][CH2:12]3)=[CH:7][CH:8]=2)[CH:3]=[N:2]1 |f:1.2,3.4,5.6|. Procedure: 4-(1H-5-Indazolylamino)-1-cyclohexanone (intermediate 3) (57 mg) and ammonium acetate (100 mg) were dissolved in methanol (1 ml), and sodium triacetoxyborohydride (105 mg) was added by portions to the solution at room temperature. The reaction mixture was stirred at room temperature for 18 hr. Hydrochloric acid-methanol was then added thereto, and the reaction mixture was stirred and was then concentrated. The residue was purified by HPLC [0.5% aqueous trifluoroacetic acid solution/acetonitrile ...